From a dataset of the Open Reaction Database (ORD), a public repository of structured organic reaction records. describe an organic reaction: reactants, conditions, products, and yield Reactants: C(#N)C1=CC2=C(N(C=N2)C=2C=C3C(=CNC3=CC2)C2=CCN(CC2)C(=O)OC(C)(C)C)C=C1 (5-Cyano-1-[3-(N-t-butoxycarbonyl-1,2,5,6-tetrahydropyrid-4-yl)indol-5-yl]-1H-benzimidazole). The solvent is C(Cl)Cl (methylene chloride). Product: C(#N)C1=CC2=C(N(C=N2)C=2C=C3C(=CNC3=CC2)C2=CCNCC2)C=C1 (5-Cyano-1-[3-(1,2,5,6-tetrahydropyrid-4-yl)indol-5-yl]-1H-benzimidazole). Isolated yield 75.0%. RXN SMILES: [C:1]([C:3]1[CH:33]=[CH:32][C:6]2[N:7]([C:10]3[CH:11]=[C:12]4[C:16](=[CH:17][CH:18]=3)[NH:15][CH:14]=[C:13]4[C:19]3[CH2:24][CH2:23][N:22](C(OC(C)(C)C)=O)[CH2:21][CH:20]=3)[CH:8]=[N:9][C:5]=2[CH:4]=1)#[N:2]>C(Cl)Cl>[C:1]([C:3]1[CH:33]=[CH:32][C:6]2[N:7]([C:10]3[CH:11]=[C:12]4[C:16](=[CH:17][CH:18]=3)[NH:15][CH:14]=[C:13]4[C:19]3[CH2:24][CH2:23][NH:22][CH2:21][CH:20]=3)[CH:8]=[N:9][C:5]=2[CH:4]=1)#[N:2]. Procedure: 5-Cyano-1-[3-(N-t-butoxycarbonyl-1,2,5,6-tetrahydropyrid-4-yl)indol-5-yl]-1H-benzimidazole was used, and methylene chloride was used as solvent. Filtration afforded the title compound (75%) as a yellow solid: mp, decomposes at 240° C.; IR (KBr) 2228 cm-1 ; 13C NMR (CD3OD) δ 144.4, 137.9, 133.6, 131.1, 129.9, 126.0, 125.3, 125.2, 120.1, 118.4, 118.3, 117.5, 117.3, 116.1, 114.8, 113.2, 112.9, 110.4, 66.7, 42.0, 40.9. Anal. calcd. for C21H17N5.1.1 C4H8O2 [dioxane].1.1 HCl: C, 64.03; H, 5.69; N, 14.... Solvent: C(Cl)Cl (methylene dichloride). As a reaction SMILES: [Cl-].[Al+3].[Cl-].[Cl-].[CH2:5]([N:7]([CH2:18][CH3:19])[C:8](=[O:17])[CH2:9][O:10][C:11]1[CH:16]=[CH:15][CH:14]=[CH:13][CH:12]=1)[CH3:6].[Cl:20][CH2:21][C:22](Cl)=[O:23]>C(Cl)Cl>[CH2:18]([N:7]([CH2:5][CH3:6])[C:8](=[O:17])[CH2:9][O:10][C:11]1[CH:16]=[CH:15][C:14]([C:22](=[O:23])[CH2:21][Cl:20])=[CH:13][CH:12]=1)[CH3:19] |f:0.1.2.3|. The product is C(C)N(C(COC1=CC=C(C=C1)C(CCl)=O)=O)CC (N,N-diethyl-4-(chloroacetyl)phenoxyacetamide). Reaction conditions: time 16 hour. Reactants: [Cl-].[Al+3].[Cl-].[Cl-] (Aluminium chloride), C(C)N(C(COC1=CC=CC=C1)=O)CC (N,N-diethylphenoxyacetamide), ClCC(=O)Cl (chloroacetyl chloride). Procedure: Aluminium chloride (83.3g.) was added in portions over 30 minutes to a rapidly stirred solution of N,N-diethylphenoxyacetamide (51.6g.) and chloroacetyl chloride (31.0g.) in methylene dichloride (200ml.) at 0° C. The mixture was stirred and allowed to reach room temperature over 16 hours. The solvent was evaporated and the residue poured into a mixture of ice (300g.) and concentrated hydrochloric acid (15ml.). The mixture was extracted with methylene dichloride (5 × 100ml.), and the extracts was... The reactants are O1CCN(CC1)C1=NC(=CC(=C1)C#N)C1=CC=C(C=C1)OC(F)(F)F (2-morpholino-6-[4-(trifluoromethoxy)phenyl]pyridine-4-carbonitrile), [H-].[H-].[H-].[H-].[Li+].[Al+3] (LiAlH4). The solvent is C(C)OCC (diethyl ether), C(C)OCC (diethyl ether). Conditions: temperature 0 celsius. Product: O1CCN(CC1)C1=NC(=CC(=C1)CN)C1=CC=C(C=C1)OC(F)(F)F ([2-morpholino-6-[4-(trifluoromethoxy)phenyl]-4-pyridyl]methanamine). The yield is 64.5%. Reaction SMILES: [O:1]1[CH2:6][CH2:5][N:4]([C:7]2[CH:12]=[C:11]([C:13]#[N:14])[CH:10]=[C:9]([C:15]3[CH:20]=[CH:19][C:18]([O:21][C:22]([F:25])([F:24])[F:23])=[CH:17][CH:16]=3)[N:8]=2)[CH2:3][CH2:2]1.[H-].[H-].[H-].[H-].[Li+].[Al+3]>C(OCC)C>[O:1]1[CH2:6][CH2:5][N:4]([C:7]2[CH:12]=[C:11]([CH2:13][NH2:14])[CH:10]=[C:9]([C:15]3[CH:16]=[CH:17][C:18]([O:21][C:22]([F:25])([F:23])[F:24])=[CH:19][CH:20]=3)[N:8]=2)[CH2:3][CH2:2]1 |f:1.2.3.4.5.6|. Procedure details: The nitrile 26D (2 g, 5.7 mmol) dissolved in 50 ml of diethyl ether was added dropwise to a mixture of LiAlH4 (434 mg, 2 equiv.) in diethyl ether (60 mL) stirred at 0° C. Then the mixture was stirred at room temperature overnight. The excess of LiAlH4 was destroyed by water addition at 0° C., the solid formed was filtered, washed with Et2O and the filtrate was dried over Na2SO4 and evaporated to dryness to obtain 1.3 g of the amine 27D as a yellow oil. Yield=65% 1HNMR (DMSO, 400 MHz) δ 3.30 (2H,... Reactants: CC1(C)OC(=O)C(=C2CCC2)C(=O)O1, CCO, Cl, N#C[K]. Product: CC1(C)OC(=O)C(C2(C#N)CCC2)C(=O)O1. RXN SMILES: [C:4]1(=[C:8]2[C:9](=[O:17])[O:10][C:11]([CH3:15])([CH3:16])[O:12][C:13]2=[O:14])[CH2:5][CH2:6][CH2:7]1.[CH3:19][CH2:20][OH:21].[ClH:18].[K:1][C:2]#[N:3]>>[C:2](#[N:3])[C:4]1([CH:8]2[C:9](=[O:17])[O:10][C:11]([CH3:15])([CH3:16])[O:12][C:13]2=[O:14])[CH2:5][CH2:6][CH2:7]1. Starting materials: C(C=C)N1C[C@H](C[C@@H]2C=3C=CC=C4NC(=C(C[C@@H]12)C34)CO)NC(N(CC)CC)=O (3-(6-allyl-2-hydroxymethyl-8α-ergolinyl)-1,1-diethylurea), C(C)(=O)OC(C)=O (acetic anhydride). The product is C(C)(=O)OCC1=C2C[C@H]3N(C[C@H](C[C@@H]3C=3C=CC=C(N1)C32)NC(N(CC)CC)=O)CC=C (3-(2-Acetoxymethyl-6-allyl-8α-ergolinyl)-1,1-diethylurea). Run at time 2 hour. Solvent: N1=CC=CC=C1 (pyridine). RXN SMILES: [CH2:1]([N:4]1[C@H:18]2[C@@H:8]([C:9]3[CH:10]=[CH:11][CH:12]=[C:13]4[C:19]=3[C:16]([CH2:17]2)=[C:15]([CH2:20][OH:21])[NH:14]4)[CH2:7][C@H:6]([NH:22][C:23](=[O:29])[N:24]([CH2:27][CH3:28])[CH2:25][CH3:26])[CH2:5]1)[CH:2]=[CH2:3].[C:30](OC(=O)C)(=[O:32])[CH3:31]>N1C=CC=CC=1>[C:30]([O:21][CH2:20][C:15]1[NH:14][C:13]2[C:19]3[C:16]=1[CH2:17][C@@H:18]1[C@@H:8]([C:9]=3[CH:10]=[CH:11][CH:12]=2)[CH2:7][C@H:6]([NH:22][C:23](=[O:29])[N:24]([CH2:25][CH3:26])[CH2:27][CH3:28])[CH2:5][N:4]1[CH2:1][CH:2]=[CH2:3])(=[O:32])[CH3:31]. Reported procedure: 213.6 mg (0.54 mmol) of 3-(6-allyl-2-hydroxymethyl-8α-ergolinyl)-1,1-diethylurea is dissolved in 5 ml of pyridine and mixed with 10 ml (0.11 mol) of acetic anhydride. After stirring for 2 hours at room temperature, the reaction mixture is added to ice, stirred for 1 hour and worked up in the way indicated above. The reactants are [N+](=O)([O-])C=1C=CC=C2C=CC(=NC12)C (8-nitroquinaldine). Reagents/catalysts: [Pd] (palladium on carbon). Run in C(C)O (ethanol). Reaction conditions: time 16 hour. Product: CC1=NC2=C(C=CC=C2C=C1)N (2-Methylquinolin-8-amine). Isolated yield 99.9%. RXN SMILES: [N+:1]([C:4]1[CH:5]=[CH:6][CH:7]=[C:8]2[C:13]=1[N:12]=[C:11]([CH3:14])[CH:10]=[CH:9]2)([O-])=O>[Pd].C(O)C>[CH3:14][C:11]1[CH:10]=[CH:9][C:8]2[C:13](=[C:4]([NH2:1])[CH:5]=[CH:6][CH:7]=2)[N:12]=1. Procedure details: To a Pressure reaction bottle was added 5.0 g of 8-nitroquinaldine, 0.5 g 5% palladium on carbon, and 150 ml ethanol. The mixture was purged with hydrogen and then hydrogenated under 40 psi hydrogen for 16 hours. The catalyst was filtered off on a bed of celite. The solvent was removed, resulting in 4.2 g of a dark oil. Starting materials: C(C1=CC=CC=C1)NC(CO)(CCO)C (2-Benzylamino-2-methyl-1,4-butanediol), Cl (HCl). Reagents/catalysts: [Pd] (Pd/C). Run in CCO (EtOH). Conditions: time 37 hour. The product is Cl.NC(CO)(CCO)C (2-amino-2-methyl-1,4-butanediol hydrochloride). Yield: 90.2%. As a reaction SMILES: C([NH:8][C:9]([CH3:15])([CH2:12][CH2:13][OH:14])[CH2:10][OH:11])C1C=CC=CC=1.[ClH:16]>CCO.[Pd]>[ClH:16].[NH2:8][C:9]([CH3:15])([CH2:12][CH2:13][OH:14])[CH2:10][OH:11] |f:4.5|. Procedure: 2-Benzylamino-2-methyl-1,4-butanediol (67E, 31.08 g, 0.149 mol) was dissolved in 95% EtOH (240 mL) containing concentrated HCl (21 mL, 0.25 mol) and 5% Pd/C (10.0 g) and reduced in a Parr apparatus at 40 psi over 37 h at RT. The catalyst was then removed by filtration and the solvent removed by rotary evaporation (bath at 60°) to give 20.91 g of 2-amino-2-methyl-1,4-butanediol hydrochloride (90.2%) as a clear, thick, colorless oil with acceptable NMR and mass spectra. It was used without further... Reactants: [OH-].[Na+] (sodium hydroxide), C(C)(C)(C)N=NC(CCC(=O)Cl)(C)C#N (4-t-butylazo-4-cyanovaleryl chloride), OO (hydrogen peroxide), O (water). The solvent is C1=CC=CC=C1 (benzene), C1=CC=CC=C1 (benzene). Run at temperature 10 celsius, time 15 minute. Yields the product C(C)(C)(C)N=NC(CCC(=O)OOC(CCC(C)(C#N)N=NC(C)(C)C)=O)(C)C#N (Di[4-t-Butylazo-4-cyanovaleryl] peroxide). The yield is 93.0%. RXN SMILES: [OH-:1].[Na+].[OH:3][OH:4].[OH2:5].[C:6]([N:10]=[N:11][C:12]([C:19]#[N:20])([CH3:18])[CH2:13][CH2:14][C:15](Cl)=O)([CH3:9])([CH3:8])[CH3:7]>C1C=CC=CC=1>[C:6]([N:10]=[N:11][C:12]([C:19]#[N:20])([CH3:18])[CH2:13][CH2:14][C:15]([O:3][O:4][C:15](=[O:5])[CH2:14][CH2:13][C:12]([N:11]=[N:10][C:6]([CH3:7])([CH3:9])[CH3:8])([C:19]#[N:20])[CH3:18])=[O:1])([CH3:9])([CH3:8])[CH3:7] |f:0.1|. Procedure: To a solution of 0.48 g. (.012 m) of sodium hydroxide and 0.40 g. (.006 m) of 50% hydrogen peroxide in 10 ml. water at 10° C was added a solution of 2.7 g. (.0118 m) of 4-t-butylazo-4-cyanovaleryl chloride in 10 ml. benzene over 5 minutes. After the addition was complete, the reaction was stirred an additional 1/2 hour at 10° C and 15 minutes more allowing the temperature to rise to 23° C. Another 10 ml. benzene was added, the benzene layer separated, washed with 30 ml. 10% NaHCO3 solution, 15 m... The reactants are OC1=C(C#N)C=CC(=C1)O (2,4-dihydroxybenzonitrile), C(C)(C)[Mg]Cl (isopropylmagnesium chloride), Cl (hydrochloric acid), COC1=CC=C(CN2C(C(C3=CC=CC=C23)=O)=O)C=C1 (1-(4-methoxybenzyl)-1H-indole-2,3-dione). Solvent: O1CCCC1 (tetrahydrofuran), ClCCCl (1,2-dichloroethane). Run at temperature 0 celsius, time 2 hour. Product: OC1=C(C#N)C=C(C(=C1)O)C1(C(N(C2=CC=CC=C12)CC1=CC=C(C=C1)OC)=O)O (2,4-dihydroxy-5-[3-hydroxy-1-(4-methoxybenzyl)-2-oxo-2,3-dihydro-1H-indol-3-yl]benzonitrile). Isolated yield 79.7%. As a reaction SMILES: [OH:1][C:2]1[CH:9]=[C:8]([OH:10])[CH:7]=[CH:6][C:3]=1[C:4]#[N:5].C([Mg]Cl)(C)C.[CH3:16][O:17][C:18]1[CH:35]=[CH:34][C:21]([CH2:22][N:23]2[C:31]3[C:26](=[CH:27][CH:28]=[CH:29][CH:30]=3)[C:25](=[O:32])[C:24]2=[O:33])=[CH:20][CH:19]=1.Cl>O1CCCC1.ClCCCl>[OH:1][C:2]1[CH:9]=[C:8]([OH:10])[C:7]([C:25]2([OH:32])[C:26]3[C:31](=[CH:30][CH:29]=[CH:28][CH:27]=3)[N:23]([CH2:22][C:21]3[CH:34]=[CH:35][C:18]([O:17][CH3:16])=[CH:19][CH:20]=3)[C:24]2=[O:33])=[CH:6][C:3]=1[C:4]#[N:5]. Procedure: To a stirred solution of 2,4-dihydroxybenzonitrile (4.33 g, 32.1 mmol) in tetrahydrofuran (50 mL) and 1,2-dichloroethane (400 mL) was added isopropylmagnesium chloride (17.7 mL, 2.0 M solution in tetrahydrofuran, 35.4 mmol) at 0° C. The mixture was stirred at 0° C. for 1 h and at ambient temperature for 2 h, and 1-(4-methoxybenzyl)-1H-indole-2,3-dione (8.58 g, 32.1 mmol) was added to the reaction mixture. The mixture was stirred at reflux for 18 h, cooled to 0° C. and 5% v/v hydrochloric acid wa...